This data is from the Open Reaction Database (ORD), a public repository of structured organic reaction records. The task is: describe an organic reaction: reactants, conditions, products, and yield The reactants are C(C)OC(COC1=C(C=C(C(=C1)C)SC1=CC(=CC(=C1)OCC(C)C)Br)C)=O ([4-(3-Bromo-5-isobutoxy-phenylsulfanyl)-2,5-dimethyl-phenoxy]-acetic acid ethyl ester), C(C#C)N1CCOCC1 (4-prop-2-ynyl-morpholine), C(C)OC(COC1=C(C=C(C=C1)SC1=CC(=CC(=C1)C#CC1=CC=C(C=C1)CO)OCCC1=CC=C(C=C1)Cl)C)=O ({4-[3-[2-(4-Chlorophenyl)-ethoxy]-5-(4-hydroxymethyl-phenylethynyl)-phenylsulfanyl]-2-methyl-phenoxy}-acetic acid ethyl ester). Yields the product C(C)OC(COC1=C(C=C(C(=C1)C)SC1=CC(=CC(=C1)C#CCN1CCOCC1)OCC(C)C)C)=O ({4-[3-Isobutoxy-5-(3-morpholin-4-yl-prop-1-ynyl)-phenylsulfanyl]-2,5-dimethyl-phenoxy}-acetic Acid Ethyl Ester). RXN SMILES: [CH2:1]([O:3][C:4](=[O:28])[CH2:5][O:6][C:7]1[CH:12]=[C:11]([CH3:13])[C:10]([S:14][C:15]2[CH:20]=[C:19]([O:21][CH2:22][CH:23]([CH3:25])[CH3:24])[CH:18]=[C:17](Br)[CH:16]=2)=[CH:9][C:8]=1[CH3:27])[CH3:2].[CH2:29]([N:32]1[CH2:37][CH2:36][O:35][CH2:34][CH2:33]1)[C:30]#[CH:31].C(OC(=O)COC1C=CC(SC2C=C(C#CC3C=CC(CO)=CC=3)C=C(OCCC3C=CC(Cl)=CC=3)C=2)=CC=1C)C>>[CH2:1]([O:3][C:4](=[O:28])[CH2:5][O:6][C:7]1[CH:12]=[C:11]([CH3:13])[C:10]([S:14][C:15]2[CH:16]=[C:17]([C:31]#[C:30][CH2:29][N:32]3[CH2:37][CH2:36][O:35][CH2:34][CH2:33]3)[CH:18]=[C:19]([O:21][CH2:22][CH:23]([CH3:25])[CH3:24])[CH:20]=2)=[CH:9][C:8]=1[CH3:27])[CH3:2]. Reported procedure: The title product was prepared from [4-(3-Bromo-5-isobutoxy-phenylsulfanyl)-2,5-dimethyl-phenoxy]-acetic acid ethyl ester (400 mg; 0.86 mmol) and 4-prop-2-ynyl-morpholine (321.3 mg; 2.6 mmol) applying the procedure described for {4-[3-[2-(4-Chlorophenyl)-ethoxy]-5-(4-hydroxymethyl-phenylethynyl)-phenylsulfanyl]-2-methyl-phenoxy}-acetic acid ethyl ester. The crude product was purified by preparative HPLC (method B). Yield: 350 mg; 80%. HPLC-MS: m/z: 512.2 (M+H)+; Rt: 2.09 min. Conditions: time 1 hour. Solvent: CO (MeOH). Yield: 28.0%. Reaction SMILES: [C:1]1([Si:7]([C:20]2[CH:25]=[CH:24][CH:23]=[CH:22][CH:21]=2)([C:14]2[CH:19]=[CH:18][CH:17]=[CH:16][CH:15]=2)[CH2:8][CH2:9][O:10]C(=O)C)[CH:6]=[CH:5][CH:4]=[CH:3][CH:2]=1.C([O-])([O-])=O.[K+].[K+]>CO>[C:14]1([Si:7]([C:20]2[CH:25]=[CH:24][CH:23]=[CH:22][CH:21]=2)([C:1]2[CH:2]=[CH:3][CH:4]=[CH:5][CH:6]=2)[CH2:8][CH2:9][OH:10])[CH:15]=[CH:16][CH:17]=[CH:18][CH:19]=1 |f:1.2.3|. Reported procedure: The crude (3) was dissolved in 100 mL MeOH, and 10.0 g of K2CO3 was added all at once. The reaction was complete after 1 h of stirring at room temperature. The solids were filtered off, and the filtrate was concentrated. The concentrated residue was partitioned between 100/100 mL H2O/EtOAc. After solvent removal from the organic layer, the residue was vacuum dried. Flash chromatography (18% EtOAc in cyclohexane, Rf =0.32) using a 41 mm I.D.×150 mm long silica gel column afforded 3.42 g (28%) of ... The product is C1(=CC=CC=C1)[Si](CCO)(C1=CC=CC=C1)C1=CC=CC=C1 (1,1,1-Triphenyl-1-silapropane-3-ol). Starting materials: C1(=CC=CC=C1)[Si](CCOC(C)=O)(C1=CC=CC=C1)C1=CC=CC=C1 (1,1,1-Triphenyl-3-acetoxy-1-silapropane), C(=O)([O-])[O-].[K+].[K+] (K2CO3). The reactants are Cl (hydrochloric acid), C1(CC1)C1=CN=CC(=N1)C1=C(N=C(S1)NC(C)=O)C (N-[5-(6-cyclopropyl-pyrazin-2-yl)-4-methyl-thiazol-2-yl]-acetamide). Run in C(C)O (ethanol). The product is C1(CC1)C1=CN=CC(=N1)C1=C(N=C(S1)N)C (5-(6-Cyclopropyl-pyrazin-2-yl)-4-methyl-thiazol-2-ylamine). As a reaction SMILES: Cl.[CH:2]1([C:5]2[N:10]=[C:9]([C:11]3[S:15][C:14]([NH:16]C(=O)C)=[N:13][C:12]=3[CH3:20])[CH:8]=[N:7][CH:6]=2)[CH2:4][CH2:3]1>C(O)C>[CH:2]1([C:5]2[N:10]=[C:9]([C:11]3[S:15][C:14]([NH2:16])=[N:13][C:12]=3[CH3:20])[CH:8]=[N:7][CH:6]=2)[CH2:4][CH2:3]1. Procedure details: Concentrated hydrochloric acid (0.4 ml) is added to N-[5-(6-cyclopropyl-pyrazin-2-yl)-4-methyl-thiazol-2-yl]-acetamide (120 mg) in ethanol (9 ml) at room temperature and the mixture is heated at reflux for 18 hours. The cooled reaction mixture is evaporated, neutralized with aqueous sodium hydrogen carbonate and extracted with 10% methanol in DCM. The combined organic extracts are dried over sodium sulphate and evaporated to give the title compound. HPLC/MS: retention time 0.93 minutes, M+H 233.... The reactants are CCOC(C)=O, O=[N+]([O-])c1cc(-c2cnc(C(O)(C3CC3)C3CC3)s2)cc(N2CCOCC2)c1. The product is Nc1cc(-c2cnc(C(O)(C3CC3)C3CC3)s2)cc(N2CCOCC2)c1. RXN SMILES: [CH3:29][CH2:30][O:31][C:32](=[O:33])[CH3:34].[CH:1]1([C:4]([OH:5])([c:6]2[s:7][c:8](-[c:11]3[cH:12][c:13]([N:20]4[CH2:21][CH2:22][O:23][CH2:24][CH2:25]4)[cH:14][c:15]([N+:17]([O-:18])=[O:19])[cH:16]3)[cH:9][n:10]2)[CH:26]2[CH2:27][CH2:28]2)[CH2:2][CH2:3]1>>[CH:1]1([C:4]([OH:5])([c:6]2[s:7][c:8](-[c:11]3[cH:12][c:13]([N:20]4[CH2:21][CH2:22][O:23][CH2:24][CH2:25]4)[cH:14][c:15]([NH2:17])[cH:16]3)[cH:9][n:10]2)[CH:26]2[CH2:27][CH2:28]2)[CH2:2][CH2:3]1. The reactants are IC=1C=C(C=C2C=C(C(OC12)C(F)(F)F)C(=O)OCC)OC(F)(F)F (ethyl 8-iodo-6-(trifluoromethoxy)-2-(trifluoromethyl)-2H-chromene-3-carboxylate), N1=CC=C(C=C1)C#C (4-pyridylacetylene), PdCI2(dppf)2-CH2Cl2, TEA. The reagents and catalysts are [Cu]I (CuI). The solvent is C1(=CC=CC=C1)C (toluene), hexanes. Reaction conditions: time 5 day. The product is N1=CC=C(C=C1)C#CC=1C=C(C=C2C=C(C(OC12)C(F)(F)F)C(=O)OCC)OC(F)(F)F (ethyl 8-(pyridin-4-vlethynyl)-6-(trifluoromethoxy)-2-(trifluoromethyl)-2H-chromene-3-carboxylate). The yield is 36.0%. Reaction SMILES: I[C:2]1[CH:3]=[C:4]([O:21][C:22]([F:25])([F:24])[F:23])[CH:5]=[C:6]2[C:11]=1[O:10][CH:9]([C:12]([F:15])([F:14])[F:13])[C:8]([C:16]([O:18][CH2:19][CH3:20])=[O:17])=[CH:7]2.[N:26]1[CH:31]=[CH:30][C:29]([C:32]#[CH:33])=[CH:28][CH:27]=1>C1(C)C=CC=CC=1.[Cu]I>[N:26]1[CH:31]=[CH:30][C:29]([C:32]#[C:33][C:2]2[CH:3]=[C:4]([O:21][C:22]([F:24])([F:23])[F:25])[CH:5]=[C:6]3[C:11]=2[O:10][CH:9]([C:12]([F:14])([F:15])[F:13])[C:8]([C:16]([O:18][CH2:19][CH3:20])=[O:17])=[CH:7]3)=[CH:28][CH:27]=1. Procedure details: A mixture of ethyl 8-iodo-6-(trifluoromethoxy)-2-(trifluoromethyl)-2H-chromene-3-carboxylate prepared as in Example 21a, Step 2 (1.00 g, 2.07 mmole), 4-pyridylacetylene (419 uL, 4.15 mmole), CuI (39 mg, 0.207 mmole), PdCI2(dppf)2-CH2Cl2 (169 mg, 0.207 mmole) and TEA (0.866 mL, 6.21 mmole) in anhydrous toluene (10 mL) was stirred at room temperature for 5 days under a N2 atmosphere. The mixture was then diluted with hexanes and purified by silica chromatography (0% to 75% EtOAc:hexanes gradient) ... Starting materials: [Al+3], CC(C)CCCC(C)C1C(O[Si](C)(C)C(C)(C)C)CC2C3CC=C4CC(OC(=O)c5ccccc5)CCC4(C)C3CCC21C, CCOCC, [H-], [H-], [H-], [H-], [Li+], O. Yields the product CC(C)CCCC(C)C1C(O[Si](C)(C)C(C)(C)C)CC2C3CC=C4CC(O)CCC4(C)C3CCC21C. RXN SMILES: [Al+3:2].[C:7](=[O:8])([c:9]1[cH:10][cH:11][cH:12][cH:13][cH:14]1)[O:15][CH:16]1[CH2:17][C:18]2=[CH:19][CH2:20][CH:21]3[CH:22]4[CH2:23][CH:24]([O:43][Si:44]([CH3:45])([CH3:46])[C:47]([CH3:48])([CH3:49])[CH3:50])[CH:25]([CH:26]([CH2:27][CH2:28][CH2:29][CH:30]([CH3:31])[CH3:32])[CH3:33])[C:34]4([CH3:42])[CH2:35][CH2:36][CH:37]3[C:38]2([CH3:41])[CH2:39][CH2:40]1.[CH3:52][CH2:53][O:54][CH2:55][CH3:56].[H-:1].[H-:4].[H-:5].[H-:6].[Li+:3].[OH2:51]>>[OH:15][CH:16]1[CH2:17][C:18]2=[CH:19][CH2:20][CH:21]3[CH:22]4[CH2:23][CH:24]([O:43][Si:44]([CH3:45])([CH3:46])[C:47]([CH3:48])([CH3:49])[CH3:50])[CH:25]([CH:26]([CH2:27][CH2:28][CH2:29][CH:30]([CH3:31])[CH3:32])[CH3:33])[C:34]4([CH3:42])[CH2:35][CH2:36][CH:37]3[C:38]2([CH3:41])[CH2:39][CH2:40]1.